The task is: describe an organic reaction: reactants, conditions, products, and yield. This data is from the Open Reaction Database (ORD), a public repository of structured organic reaction records. Reactants: ice water, C([O-])([O-])=O.[K+].[K+] (potassium carbonate), ClC1=C(OC2=NC=NC(=C2F)F)C=CC=C1 (4-(2-chlorophenoxy)-5,6-difluoropyrimidine), OC1=C(C=CC=C1)C(C(=O)OC)=NOC (methyl 2-(2-hydroxyphenyl)-2-methoxyiminoacetate). Solvent: C(C)#N (acetonitrile). Reaction conditions: temperature 25 celsius, time 18 hour. Yields the product ClC1=C(OC2=C(C(=NC=N2)OC2=C(C=CC=C2)C(C(=O)OC)=NOC)F)C=CC=C1 (Methyl 2-{2-[6-(2-chlorophenoxy)-5-fluoro-pyrimidin-4-yloxy]-phenyl}-2-methoxyiminoacetate). Reaction SMILES: C(=O)([O-])[O-].[K+].[K+].[Cl:7][C:8]1[CH:22]=[CH:21][CH:20]=[CH:19][C:9]=1[O:10][C:11]1[C:16]([F:17])=[C:15](F)[N:14]=[CH:13][N:12]=1.[OH:23][C:24]1[CH:29]=[CH:28][CH:27]=[CH:26][C:25]=1[C:30](=[N:35][O:36][CH3:37])[C:31]([O:33][CH3:34])=[O:32]>C(#N)C>[Cl:7][C:8]1[CH:22]=[CH:21][CH:20]=[CH:19][C:9]=1[O:10][C:11]1[N:12]=[CH:13][N:14]=[C:15]([O:23][C:24]2[CH:29]=[CH:28][CH:27]=[CH:26][C:25]=2[C:30](=[N:35][O:36][CH3:37])[C:31]([O:33][CH3:34])=[O:32])[C:16]=1[F:17] |f:0.1.2|. Reported procedure: 40 g (0.29 mol) of ground potassium carbonate and 58 g (0.24 mol) of 4-(2-chlorophenoxy)-5,6-difluoropyrimidine are added to a solution of 50 g (0.24 mol) of methyl 2-(2-hydroxyphenyl)-2-methoxyiminoacetate in 600 ml of acetonitrile, and the mixture is stirred at 25° C. for 18 hours. The reaction mixture is poured into 3 l of ice-water and the resulting solid is filtered off with suction. This gives 102 g (98.7% of theory) of methyl 2-{2-[6-(2-chlorophenoxy)-5-fluoro-pyrimidin-4-yloxy]-phenyl}-2... Starting materials: CC(C)(CC(=O)O)NC(=O)OC(C)(C)C, NC1CCc2ccc(I)cc2NC1=O. Yields the product CC(C)(CC(=O)NC1CCc2ccc(I)cc2NC1=O)NC(=O)OC(C)(C)C. As a reaction SMILES: [C:1]([CH3:2])([CH3:3])([CH3:4])[O:5][C:6](=[O:7])[NH:8][C:9]([CH2:10][C:11](=[O:12])[OH:13])([CH3:14])[CH3:15].[NH2:16][CH:17]1[C:18](=[O:29])[NH:19][c:20]2[c:21]([cH:24][cH:25][c:26]([I:28])[cH:27]2)[CH2:22][CH2:23]1>>[C:1]([CH3:2])([CH3:3])([CH3:4])[O:5][C:6](=[O:7])[NH:8][C:9]([CH2:10][C:11](=[O:13])[NH:16][CH:17]1[C:18](=[O:29])[NH:19][c:20]2[c:21]([cH:24][cH:25][c:26]([I:28])[cH:27]2)[CH2:22][CH2:23]1)([CH3:14])[CH3:15]. Starting materials: C[Si](N[Si](C)(C)C)(C)C (hexamethyldisilazane), C(CCC)[Li] (n-butyl lithium), Cl (HCl), ClC1=C(C#N)C=CC=C1 (2-chlorobenzonitrile). Run in C(C)OCC (diethyl ether). Run at temperature 25 celsius, time 5 hour. Product: ClC1=C(C=CC=C1)C(N)=N (2-chlorobenzenecarboximidamide). Yield: 48.0%. RXN SMILES: C[Si](C)(C)[NH:3][Si](C)(C)C.C([Li])CCC.[Cl:15][C:16]1[CH:23]=[CH:22][CH:21]=[CH:20][C:17]=1[C:18]#[N:19].Cl>C(OCC)C>[Cl:15][C:16]1[CH:23]=[CH:22][CH:21]=[CH:20][C:17]=1[C:18](=[NH:3])[NH2:19]. Procedure details: According to literature reference (Huang, Y.; Luedtke, R. R.; Freeman, R. A.; Wu, L.; Mach, R. H. Bioorg. Med. Chem. 2001, 9, 3113–3122), to a solution of hexamethyldisilazane (36.7 mL, 175 mmol) in of diethyl ether (300 mL) at 0° C. is added n-butyl lithium (114 mL of 1.6 M solution in hexanes, 182 mmol) and the reaction mixture is stirred at 0° C. for 30 minutes after which time 2-chlorobenzonitrile (10.0 grams, 72.7 mmol) is added and the reaction mixture is warmed to 25° C. and stirred for 5... Starting materials: CCN=C=NCCCN(C)C (WSC), C(C1=CC=CC=C1)P(=O)(CC1=CC=CC=C1)N[C@@H](C)C(=O)N1[C@H](C(=O)O)CCC1 (Dibenzylphosphory-L-alanyl-L-proline), C=1C=CC2=C(C1)N=NN2O (HOBt), C1(=CC=C(C=C1)S(=O)(=O)O)C.C(C1=CC=CC=C1)OC([C@H](N)C)=O (D-alanine benzylester p-toluene sulfonic acid salt). The solvent is CN(C)C=O (DMF), C(C)(=O)OCC (ethyl acetate). Run at temperature -15 celsius, time 3 hour. The product is C(C1=CC=CC=C1)OC([C@H](NC([C@H]1N(CCC1)C([C@@H](NP(=O)(CC1=CC=CC=C1)CC1=CC=CC=C1)C)=O)=O)C)=O (dibenzylphosphoryl-L-alanyl-L-prolyl-D-alanine benzylester). Reaction SMILES: [CH2:1]([P:8]([NH:17][C@H:18]([C:20]([N:22]1[CH2:29][CH2:28][CH2:27][C@H:23]1[C:24](O)=[O:25])=[O:21])[CH3:19])([CH2:10][C:11]1[CH:16]=[CH:15][CH:14]=[CH:13][CH:12]=1)=[O:9])[C:2]1[CH:7]=[CH:6][CH:5]=[CH:4][CH:3]=1.C1C=CC2N(O)N=NC=2C=1.C1(C)C=CC(S(O)(=O)=O)=CC=1.[CH2:51]([O:58][C:59](=[O:63])[C@@H:60]([CH3:62])[NH2:61])[C:52]1[CH:57]=[CH:56][CH:55]=[CH:54][CH:53]=1.CCN=C=NCCCN(C)C>CN(C=O)C.C(OCC)(=O)C>[CH2:51]([O:58][C:59](=[O:63])[C@@H:60]([CH3:62])[NH:61][C:24](=[O:25])[C@@H:23]1[CH2:27][CH2:28][CH2:29][N:22]1[C:20](=[O:21])[C@H:18]([CH3:19])[NH:17][P:8]([CH2:1][C:2]1[CH:3]=[CH:4][CH:5]=[CH:6][CH:7]=1)([CH2:10][C:11]1[CH:12]=[CH:13][CH:14]=[CH:15][CH:16]=1)=[O:9])[C:52]1[CH:57]=[CH:56][CH:55]=[CH:54][CH:53]=1 |f:2.3|. Reported procedure: Dibenzylphosphory-L-alanyl-L-proline (1.4 g, 3.2 m mole), HOBt (476 mg, 3.5 m mole) and D-alanine benzylester p-toluene sulfonic acid salt (1.3 g, 3.5 m mole) were dissolved in DMF (5 ml), and WSC (0.64 ml) was added thereto while cooling to -15° C. The reaction was carried out for 3 hours under cooling and then overnight at room temperature. To the reaction solution ethyl acetate (100 ml) was added and the mixture was washed with 1N hydrochloric acid, 5% sodium bicarbonate and water in order. T...